Dataset: the Open Reaction Database (ORD), a public repository of structured organic reaction records. Task: describe an organic reaction: reactants, conditions, products, and yield RXN SMILES: [CH3:19][C:20]#[N:21].[F:1][c:2]1[n:3][c:4]([F:10])[c:5]([F:9])[cH:6][c:7]1[F:8].[NH2:11][CH2:12][c:13]1[cH:14][cH:15][cH:16][cH:17][cH:18]1>>[c:2]1([NH:11][CH2:12][c:13]2[cH:14][cH:15][cH:16][cH:17][cH:18]2)[n:3][c:4]([F:10])[c:5]([F:9])[cH:6][c:7]1[F:8]. Starting materials: CC#N, Fc1cc(F)c(F)nc1F, NCc1ccccc1. Yields the product Fc1cc(F)c(NCc2ccccc2)nc1F. The reactants are CCOP(=O)(CC#N)OCC, C1CCOC1, COc1ccc2c(c1)C(=O)c1c-2ccc2c1OCO2, [H-], [Na+]. Product: COc1ccc2c(c1)C(=CC#N)c1c-2ccc2c1OCO2. RXN SMILES: [C:3](#[N:4])[CH2:5][P:6](=[O:7])([O:8][CH2:9][CH3:10])[O:11][CH2:12][CH3:13].[CH2:33]1[O:34][CH2:35][CH2:36][CH2:37]1.[CH3:14][O:15][c:16]1[cH:17][cH:18][c:19]2[c:30]([cH:31]1)[C:29](=[O:32])[c:28]1[c:20]-2[cH:21][cH:22][c:23]2[c:24]1[O:25][CH2:26][O:27]2.[H-:1].[Na+:2]>>[C:3](#[N:4])[CH:5]=[C:29]1[c:28]2[c:20]([cH:21][cH:22][c:23]3[c:24]2[O:25][CH2:26][O:27]3)-[c:19]2[cH:18][cH:17][c:16]([O:15][CH3:14])[cH:31][c:30]21. Reactants: CCNC(=O)Oc1ccccc1, CN(C)C=O, [H-], [Na+], Nc1cc(Oc2ccc3[nH]ccc3c2)ccn1. Yields the product CCNC(=O)n1ccc2cc(Oc3ccnc(N)c3)ccc21. As a reaction SMILES: [CH2:20]([CH3:21])[NH:22][C:23]([O:24][c:26]1[cH:27][cH:28][cH:29][cH:30][cH:31]1)=[O:25].[CH3:32][N:33]([CH3:34])[CH:35]=[O:36].[H-:1].[Na+:2].[nH:3]1[cH:4][cH:5][c:6]2[cH:7][c:8]([O:12][c:13]3[cH:14][c:15]([NH2:19])[n:16][cH:17][cH:18]3)[cH:9][cH:10][c:11]12>>[n:3]1([C:23]([NH:22][CH2:20][CH3:21])=[O:24])[cH:4][cH:5][c:6]2[cH:7][c:8]([O:12][c:13]3[cH:14][c:15]([NH2:19])[n:16][cH:17][cH:18]3)[cH:9][cH:10][c:11]12. Starting materials: COC1=C(C=C2C(=N1)C(=CN2C)C2=CC=1C(=NC=CC1CNC1CCC(CC1)NC(OC(C)(C)C)=O)N2)OC (tert-butyl (4-{[2-(5,6-dimethoxy-1-methyl-1H-pyrrolo[3,2-b]pyridin-3-yl)-1H-pyrrolo[2,3-b]pyridin-4-ylmethyl]amino}cyclohexyl)-carbamate), Cl (hydrochloric acid). Solvent: O1CCOCC1 (dioxane). Yields the product Cl.COC1=C(C=C2C(=N1)C(=CN2C)C2=CC=1C(=NC=CC1CNC1CCC(CC1)N)N2)OC (N-[2-(5,6-dimethoxy-1-methyl-1H-pyrrolo[3,2-b]pyridin-3-yl)-1H-pyrrolo[2,3-b]pyridin-4-ylmethyl]cyclohexane-1,4-diamine hydrochloride). As a reaction SMILES: [CH3:1][O:2][C:3]1[N:8]=[C:7]2[C:9]([C:13]3[NH:37][C:16]4=[N:17][CH:18]=[CH:19][C:20]([CH2:21][NH:22][CH:23]5[CH2:28][CH2:27][CH:26]([NH:29]C(=O)OC(C)(C)C)[CH2:25][CH2:24]5)=[C:15]4[CH:14]=3)=[CH:10][N:11]([CH3:12])[C:6]2=[CH:5][C:4]=1[O:38][CH3:39].[ClH:40]>O1CCOCC1>[ClH:40].[CH3:1][O:2][C:3]1[N:8]=[C:7]2[C:9]([C:13]3[NH:37][C:16]4=[N:17][CH:18]=[CH:19][C:20]([CH2:21][NH:22][CH:23]5[CH2:28][CH2:27][CH:26]([NH2:29])[CH2:25][CH2:24]5)=[C:15]4[CH:14]=3)=[CH:10][N:11]([CH3:12])[C:6]2=[CH:5][C:4]=1[O:38][CH3:39] |f:3.4|. Procedure details: The product is prepared by following the procedure described in example 51, starting with 0.120 g of tert-butyl (4-{[2-(5,6-dimethoxy-1-methyl-1H-pyrrolo[3,2-b]pyridin-3-yl)-1H-pyrrolo[2,3-b]pyridin-4-ylmethyl]amino}cyclohexyl)-carbamate instead of the tert-butyl (2-{[2-(5,6-dimethoxy-1-methyl-1H-pyrrolo[3,2-b]pyridin-3-yl)-1H-pyrrolo[2,3-b]pyridin-4-ylmethyl]amino}ethyl)carbamate used in example 51 and 2 cm3 of 5N hydrochloric acid in dioxane. 0.133 g of N-[2-(5,6-dimethoxy-1-methyl-1H-pyrrolo[... RXN SMILES: [CH2:24]([O:25][C:26](=[O:27])[CH3:28])[CH3:29].[CH3:1][O-:2].[CH3:30][S:31](=[O:32])[CH3:33].[CH3:4][O:5][C:6](=[O:7])[CH2:8][C:9]#[N:10].[Cl:11][c:12]1[c:13]([N+:19](=[O:20])[O-:21])[cH:14][cH:15][c:16]([Cl:18])[cH:17]1.[ClH:22].[Na+:3].[OH2:23]>>[CH3:4][O:5][C:6](=[O:7])[CH:8]([C:9]#[N:10])[c:12]1[c:13]([N+:19](=[O:20])[O-:21])[cH:14][cH:15][c:16]([Cl:18])[cH:17]1. Starting materials: CCOC(C)=O, C[O-], CS(C)=O, COC(=O)CC#N, O=[N+]([O-])c1ccc(Cl)cc1Cl, Cl, [Na+], O. Product: COC(=O)C(C#N)c1cc(Cl)ccc1[N+](=O)[O-]. Starting materials: CN(C)CCCC1Nc2ccccc2N2CCc3cccc1c32, ClC(Cl)Cl, CCOC(=O)Cl. Product: CCOC(=O)N1c2ccccc2N2CCc3cccc(c32)C1CCCN(C)C, Cl. RXN SMILES: [CH3:1][N:2]([CH2:3][CH2:4][CH2:5][CH:6]1[NH:7][c:8]2[c:9]([cH:19][cH:20][cH:21][cH:22]2)[N:10]2[c:11]3[c:12]1[cH:13][cH:14][cH:15][c:16]3[CH2:17][CH2:18]2)[CH3:23].[CH:30]([Cl:31])([Cl:32])[Cl:33].[Cl:24][C:25](=[O:26])[O:27][CH2:28][CH3:29]>>[CH3:1][N:2]([CH2:3][CH2:4][CH2:5][CH:6]1[N:7]([C:25](=[O:26])[O:27][CH2:28][CH3:29])[c:8]2[c:9]([cH:19][cH:20][cH:21][cH:22]2)[N:10]2[c:11]3[c:12]1[cH:13][cH:14][cH:15][c:16]3[CH2:17][CH2:18]2)[CH3:23].[ClH:24]. The reactants are CCO, CCNP(=S)(CN(CC(=O)O)C(=O)C(F)(F)F)NCC. Yields the product CCNP(=S)(CNCC(=O)O)NCC. As a reaction SMILES: [CH3:21][CH2:22][OH:23].[F:1][C:2]([F:3])([F:4])[C:19]([N:5]([CH2:6][C:7](=[O:8])[OH:9])[CH2:10][P:11](=[S:12])([NH:13][CH2:14][CH3:15])[NH:16][CH2:17][CH3:18])=[O:20]>>[NH:5]([CH2:6][C:7](=[O:8])[OH:9])[CH2:10][P:11](=[S:12])([NH:13][CH2:14][CH3:15])[NH:16][CH2:17][CH3:18]. As a reaction SMILES: [Br:16][CH2:17][c:18]1[o:19][c:20]([C:23]([F:24])([F:25])[F:26])[cH:21][cH:22]1.[Cl:1][c:2]1[c:3]2[cH:4][c:5]([CH:13]([F:14])[F:15])[nH:6][c:7]2[cH:8][cH:9][c:10]1[C:11]#[N:12]>>[Cl:1][c:2]1[c:3]2[cH:4][c:5]([CH:13]([F:14])[F:15])[n:6]([CH2:17][c:18]3[o:19][c:20]([C:23]([F:24])([F:25])[F:26])[cH:21][cH:22]3)[c:7]2[cH:8][cH:9][c:10]1[C:11]#[N:12]. The reactants are FC(F)(F)c1ccc(CBr)o1, N#Cc1ccc2[nH]c(C(F)F)cc2c1Cl. The product is N#Cc1ccc2c(cc(C(F)F)n2Cc2ccc(C(F)(F)F)o2)c1Cl. Starting materials: C(C)(C)(C)ON=O (t-butylnitrite), NC1=NC(=CC(=N1)OC1=CC(=C(C=C1)F)C(F)(F)F)OC1=CC(=C(C=C1)F)C(F)(F)F (2-Amino-4,6-bis(4-fluoro-3-trifluoromethylphenoxy)pyrimidine), C(Cl)(Cl)(Cl)Cl (carbon tetrachloride), O (water). Reaction conditions: temperature 30 celsius. Yields the product FC1=C(C=C(OC2=NC(=NC(=C2)OC2=CC(=C(C=C2)F)C(F)(F)F)Cl)C=C1)C(F)(F)F (4,6-bis(4-fluoro-3-trifluoromethyl-phenoxy)-2-chloro-pyrimidine). RXN SMILES: N[C:2]1[N:7]=[C:6]([O:8][C:9]2[CH:14]=[CH:13][C:12]([F:15])=[C:11]([C:16]([F:19])([F:18])[F:17])[CH:10]=2)[CH:5]=[C:4]([O:20][C:21]2[CH:26]=[CH:25][C:24]([F:27])=[C:23]([C:28]([F:31])([F:30])[F:29])[CH:22]=2)[N:3]=1.C(ON=O)(C)(C)C.O.C(Cl)(Cl)(Cl)[Cl:41]>>[F:27][C:24]1[CH:25]=[CH:26][C:21]([O:20][C:4]2[CH:5]=[C:6]([O:8][C:9]3[CH:14]=[CH:13][C:12]([F:15])=[C:11]([C:16]([F:19])([F:18])[F:17])[CH:10]=3)[N:7]=[C:2]([Cl:41])[N:3]=2)=[CH:22][C:23]=1[C:28]([F:31])([F:30])[F:29]. Procedure: 2-Amino-4,6-bis(4-fluoro-3-trifluoromethylphenoxy)pyrimidine (3.0 g, 6.7 mmol) was dissolved in carbon tetrachloride (75 ml) and the resulting solution was treated with t-butylnitrite (1.2 ml, 13.4 mmol). The mixture was heated at 30° C. for 48 hours and then poured into water. The product was extracted in dichloromethane, dried over sodium sulphate, filtered and concentrated under reduced pressure. The product, 4,6-bis(4-fluoro-3-trifluoromethyl-phenoxy)-2-chloro-pyrimidine, was obtained as an ...